From a dataset of the Open Reaction Database (ORD), a public repository of structured organic reaction records. describe an organic reaction: reactants, conditions, products, and yield The reactants are solution, [H-].C(C(C)C)[Al+]CC(C)C (diisobutylaluminum hydride), O1C(CCCC1)O[C@@H](CC(=O)OC(C)(C)C)CCCCCCCCCCC (t-butyl (R)-3-[(tetrahydro-2H-pyran-2-yl)oxy]tetradecanoate), [Cl-].[NH4+] (ammonium chloride), Cl (hydrochloric acid). Solvent: C1(=CC=CC=C1)C (toluene), C1(=CC=CC=C1)C (toluene). Run at temperature -75 celsius, time 1 hour. The product is O1C(CCCC1)O[C@@H](CC=O)CCCCCCCCCCC ((R)-3-[(tetrahydro-2H-pyran-2-yl)oxy]tetradecanal). As a reaction SMILES: [O:1]1[CH2:6][CH2:5][CH2:4][CH2:3][CH:2]1[O:7][C@H:8]([CH2:17][CH2:18][CH2:19][CH2:20][CH2:21][CH2:22][CH2:23][CH2:24][CH2:25][CH2:26][CH3:27])[CH2:9][C:10](OC(C)(C)C)=[O:11].[H-].C([Al+]CC(C)C)C(C)C.[Cl-].[NH4+].Cl>C1(C)C=CC=CC=1>[O:1]1[CH2:6][CH2:5][CH2:4][CH2:3][CH:2]1[O:7][C@H:8]([CH2:17][CH2:18][CH2:19][CH2:20][CH2:21][CH2:22][CH2:23][CH2:24][CH2:25][CH2:26][CH3:27])[CH2:9][CH:10]=[O:11] |f:1.2,3.4|. Reported procedure: I)a) 9.2 g of t-butyl (R)-3-[(tetrahydro-2H-pyran-2-yl)oxy]tetradecanoate were dissolved in 115 ml of toluene while gassing with argon and with the exclusion of moisture and cooled to -75° C. 26.5 ml of a 1.2M solution of diisobutylaluminum hydride in toluene were then added dropwise in such a manner that the temperature did not exceed -70° C. After stirring at -75° C. for 1 hour there were added dropwise 7.4 ml of saturated aqueous ammonium chloride solution and subsequently 15.5 ml of 1N hydro... Starting materials: ClCC=1C(=NC=NC1)C1=CC(=C(C(=C1)OC)OC)OC (5-Chloromethyl-4-(3,4,5-trimethoxyphenyl)pyrimidine), N1CCNCC1 (piperazine). Yields the product COC=1C=C(C=C(C1OC)OC)C1=NC=NC=C1CN1CCN(CC1)CC=1C(=NC=NC1)C1=CC(=C(C(=C1)OC)OC)OC (N,N′-bis[[4-(3,4,5-Trimethoxyphenyl)-pyrimidin-5-yl]methyl]piperazine). Reaction SMILES: Cl[CH2:2][C:3]1[C:4]([C:9]2[CH:14]=[C:13]([O:15][CH3:16])[C:12]([O:17][CH3:18])=[C:11]([O:19][CH3:20])[CH:10]=2)=[N:5][CH:6]=[N:7][CH:8]=1.[NH:21]1[CH2:26][CH2:25][NH:24][CH2:23][CH2:22]1>>[CH3:20][O:19][C:11]1[CH:10]=[C:9]([C:4]2[C:3]([CH2:2][N:21]3[CH2:26][CH2:25][N:24]([CH2:2][C:3]4[C:4]([C:9]5[CH:10]=[C:11]([O:19][CH3:20])[C:12]([O:17][CH3:18])=[C:13]([O:15][CH3:16])[CH:14]=5)=[N:5][CH:6]=[N:7][CH:8]=4)[CH2:23][CH2:22]3)=[CH:8][N:7]=[CH:6][N:5]=2)[CH:14]=[C:13]([O:15][CH3:16])[C:12]=1[O:17][CH3:18]. Reported procedure: 5-Chloromethyl-4-(3,4,5-trimethoxyphenyl)pyrimidine (250 mg) and piperazine (37 mg) were reacted in the same manner as in Example 1 to obtain the title compound as a free base. Reactants: [Li]CCCC, CC(C)=O, CC(=O)O, O=C(Cl)OCc1ccc([N+](=O)[O-])cc1, [C-]#[N+]C1C(=O)N(C(C(=O)OC)=C(C)C)C1CC=C, C1CCOC1. Product: [C-]#[N+]C1(C(C)(C)OC(=O)OCc2ccc([N+](=O)[O-])cc2)C(=O)N(C(C(=O)OC)=C(C)C)C1CC=C. As a reaction SMILES: [CH2:19]([Li:20])[CH2:21][CH2:22][CH3:23].[CH3:24][C:25]([CH3:26])=[O:27].[CH3:47][C:48](=[O:49])[OH:50].[Cl:28][C:29](=[O:30])[O:31][CH2:32][c:33]1[cH:34][cH:35][c:36]([N+:39](=[O:40])[O-:41])[cH:37][cH:38]1.[N+:1](#[C-:2])[CH:3]1[C:4](=[O:18])[N:5]([C:10]([C:11](=[O:12])[O:13][CH3:14])=[C:15]([CH3:16])[CH3:17])[CH:6]1[CH2:7][CH:8]=[CH2:9].[O:42]1[CH2:43][CH2:44][CH2:45][CH2:46]1>>[N+:1](#[C-:2])[C:3]1([C:25]([CH3:24])([CH3:26])[O:27][C:29](=[O:30])[O:31][CH2:32][c:33]2[cH:34][cH:35][c:36]([N+:39](=[O:40])[O-:41])[cH:37][cH:38]2)[C:4](=[O:18])[N:5]([C:10]([C:11](=[O:12])[O:13][CH3:14])=[C:15]([CH3:16])[CH3:17])[CH:6]1[CH2:7][CH:8]=[CH2:9]. The reactants are CC(=CCCC(C)=O)CCC=C(COC1OCCCC1)C (6,10-dimethyl-11-(2-tetrahydropyranyl) oxy-5,9-undecadien-2-one), O1CCCC1 (tetrahydrofuran), [Cl-].[NH4+] (ammonium chloride). Conditions: time 3 hour. Product: CC(C#C)(CCC=C(CCC=C(COC1OCCCC1)C)C)O (3,7,11-trimethyl-12-(2-tetrahydropyranyl)oxy-6,10-dodecadien-1-in-3-ol). The yield is 75.0%. Reaction SMILES: [CH3:1][C:2]([CH2:9][CH2:10][CH:11]=[C:12]([CH3:21])[CH2:13][O:14][CH:15]1[CH2:20][CH2:19][CH2:18][CH2:17][O:16]1)=[CH:3][CH2:4][CH2:5][C:6](=[O:8])[CH3:7].[Cl-].[NH4+].O1CC[CH2:26][CH2:25]1>>[CH3:7][C:6]([OH:8])([CH2:5][CH2:4][CH:3]=[C:2]([CH3:1])[CH2:9][CH2:10][CH:11]=[C:12]([CH3:21])[CH2:13][O:14][CH:15]1[CH2:20][CH2:19][CH2:18][CH2:17][O:16]1)[C:25]#[CH:26] |f:1.2|. Reported procedure: A solution of 6,10-dimethyl-11-(2-tetrahydropyranyl) oxy-5,9-undecadien-2-one (90 mg, 0.31 mmol) in tetrahydrofuran (5 ml) was stirred on an ice bath under argon atmosphere. To the solution was added lithium acetylide ethylenediamine complex (180 mg, 1.95 mmol), and the mixture was warmed to room temperature and stirred for 3 hours. After addition of saturated aqueous ammonium chloride (2 ml), the reaction mixture was extracted with ether. The extract was dried over Na2SO4 and evaporated in vacu... Reactants: COc1ccc(OCCCCCCSC2=NC(=O)CS2)c(Cl)c1, [Na+], CN(C)C=O, [OH-], Sc1nc2ccccc2[nH]1. Product: COc1ccc(OCCCCCCSc2nc3ccccc3[nH]2)c(Cl)c1. Reaction SMILES: [Cl:11][c:12]1[c:13]([O:14][CH2:15][CH2:16][CH2:17][CH2:18][CH2:19][CH2:20][S:21][C:22]2=[N:27][C:25](=[O:26])[CH2:24][S:23]2)[cH:28][cH:29][c:30]([O:32][CH3:33])[cH:31]1.[Na+:35].[O:36]=[CH:37][N:38]([CH3:39])[CH3:40].[OH-:34].[SH:1][c:2]1[nH:3][c:4]2[c:5]([n:6]1)[cH:7][cH:8][cH:9][cH:10]2>>[S:1]([c:2]1[nH:3][c:4]2[c:5]([n:6]1)[cH:7][cH:8][cH:9][cH:10]2)[CH2:20][CH2:19][CH2:18][CH2:17][CH2:16][CH2:15][O:14][c:13]1[c:12]([Cl:11])[cH:31][c:30]([O:32][CH3:33])[cH:29][cH:28]1. Starting materials: C(C)(=O)NC1=C(SC=C1Cl)C(=O)OC (methyl 3-acetylamino-4-chlorothiophene-2-carboxylate). Solvent: CO (methanol), Cl (hydrochloric acid). Conditions: time 2 day. Product: NC1=C(SC=C1Cl)C(=O)OC (Methyl 3-amino-4-chlorothiophene-2-carboxylate). As a reaction SMILES: C([NH:4][C:5]1[C:9]([Cl:10])=[CH:8][S:7][C:6]=1[C:11]([O:13][CH3:14])=[O:12])(=O)C>CO.Cl>[NH2:4][C:5]1[C:9]([Cl:10])=[CH:8][S:7][C:6]=1[C:11]([O:13][CH3:14])=[O:12]. Procedure details: was obtained by stirring a solution of 7 g of methyl 3-acetylamino-4-chlorothiophene-2-carboxylate in a mixture of 50 ml of methanol and 50 ml of concentrated hydrochloric acid at 60° C. for 4 hours and at room temperature for 2 days. The mixture was filtered, the solvent was distilled to about ⅓ of the starting volume, approx. 100 ml of water were added and the crystals were filtered off after stirring at room temperature. Crystalline product. M.p. 62–64° C. Reactants: Cc1ccc(S(=O)(=O)OCC2CCC(NC(=O)c3cc(C(F)(F)F)ccc3Cl)CC2)cc1, CC#N, [H-], [Na+], O=C1NCCN1c1cc[nH]n1. Product: O=C(NC1CCC(Cn2ccc(N3CCNC3=O)n2)CC1)c1cc(C(F)(F)F)ccc1Cl. Reaction SMILES: [CH3:14][c:15]1[cH:16][cH:17][c:18]([S:19]([O:20][CH2:25][CH:26]2[CH2:27][CH2:28][CH:29]([NH:32][C:33]([c:34]3[c:35]([Cl:44])[cH:36][cH:37][c:38]([C:40]([F:41])([F:42])[F:43])[cH:39]3)=[O:45])[CH2:30][CH2:31]2)(=[O:21])=[O:22])[cH:23][cH:24]1.[CH3:46][C:47]#[N:48].[H-:13].[Na+:12].[nH:1]1[n:2][c:3]([N:6]2[C:7](=[O:11])[NH:8][CH2:9][CH2:10]2)[cH:4][cH:5]1>>[n:1]1([CH2:25][CH:26]2[CH2:27][CH2:28][CH:29]([NH:32][C:33]([c:34]3[c:35]([Cl:44])[cH:36][cH:37][c:38]([C:40]([F:41])([F:42])[F:43])[cH:39]3)=[O:45])[CH2:30][CH2:31]2)[n:2][c:3]([N:6]2[C:7](=[O:11])[NH:8][CH2:9][CH2:10]2)[cH:4][cH:5]1. As a reaction SMILES: [C:16]([O:17][BH-:18]([O:19][C:20](=[O:21])[CH3:22])[O:23][C:24](=[O:25])[CH3:26])(=[O:27])[CH3:28].[CH3:30][C:31](=[O:32])[OH:33].[CH:9](=[O:10])[c:11]1[n:12][cH:13][nH:14][cH:15]1.[Cl:34][CH2:35][CH2:36][Cl:37].[NH2:1][c:2]1[cH:3][cH:4][c:5]([F:6])[cH:7][cH:8]1.[Na+:29]>>[NH:1]([c:2]1[cH:3][cH:4][c:5]([F:6])[cH:7][cH:8]1)[CH2:9][c:11]1[n:12][cH:13][nH:14][cH:15]1. The product is Fc1ccc(NCc2c[nH]cn2)cc1. Reactants: CC(=O)O[BH-](OC(C)=O)OC(C)=O, CC(=O)O, O=Cc1c[nH]cn1, ClCCCl, Nc1ccc(F)cc1, [Na+]. Starting materials: O=[N+]([O-])c1ccc(CCBr)cc1, Nc1ncnc2[nH]c(Sc3ccc4c(c3)OCO4)nc12. Product: Nc1ncnc2c1nc(Sc1ccc3c(c1)OCO3)n2CCc1ccc([N+](=O)[O-])cc1. As a reaction SMILES: [Br:21][CH2:22][CH2:23][c:24]1[cH:25][cH:26][c:27]([N+:30](=[O:31])[O-:32])[cH:28][cH:29]1.[O:1]1[CH2:2][O:3][c:4]2[c:5]1[cH:6][cH:7][c:8]([S:10][c:11]1[nH:12][c:13]3[n:14][cH:15][n:16][c:17]([NH2:20])[c:18]3[n:19]1)[cH:9]2>>[O:1]1[CH2:2][O:3][c:4]2[c:5]1[cH:6][cH:7][c:8]([S:10][c:11]1[n:12]([CH2:22][CH2:23][c:24]3[cH:25][cH:26][c:27]([N+:30](=[O:31])[O-:32])[cH:28][cH:29]3)[c:13]3[n:14][cH:15][n:16][c:17]([NH2:20])[c:18]3[n:19]1)[cH:9]2.